From a dataset of the Open Reaction Database (ORD), a public repository of structured organic reaction records. describe an organic reaction: reactants, conditions, products, and yield The reactants are BrC1=CC(=C(C=C1)NC1=CC(=C(C=C1)C(=O)C1=C(C=CC=C1)C)Cl)COCCO ([4-({4-Bromo-2-[(2-hydroxyethoxy)methyl]phenyl}amino)-2-chlorophenyl](2-methylphenyl)methanone), N1C(COCC1=O)=O (morpholine-3,5-dione), C1(=CC=CC=C1)P(C1=CC=CC=C1)C1=CC=CC=C1 (triphenylphosphine), N(=NC(=O)OCC)C(=O)OCC (diethyl azodicarboxylate). Solvent: C1CCOC1 (THF). Run at time 18 hour. Product: BrC=1C=CC(=C(COCCN2C(COCC2=O)=O)C1)NC1=CC(=C(C=C1)C(=O)C1=C(C=CC=C1)C)Cl (4-(2-{[5-Bromo-2-({3-chloro-4-[(2-methylphenyl)carbonyl]phenyl}amino)benzyl]oxy}ethyl)morpholine-3,5-dione). Reaction SMILES: [Br:1][C:2]1[CH:7]=[CH:6][C:5]([NH:8][C:9]2[CH:14]=[CH:13][C:12]([C:15]([C:17]3[CH:22]=[CH:21][CH:20]=[CH:19][C:18]=3[CH3:23])=[O:16])=[C:11]([Cl:24])[CH:10]=2)=[C:4]([CH2:25][O:26][CH2:27][CH2:28]O)[CH:3]=1.[NH:30]1[C:35](=[O:36])[CH2:34][O:33][CH2:32][C:31]1=[O:37].C1(P(C2C=CC=CC=2)C2C=CC=CC=2)C=CC=CC=1.N(C(OCC)=O)=NC(OCC)=O>C1COCC1>[Br:1][C:2]1[CH:7]=[CH:6][C:5]([NH:8][C:9]2[CH:14]=[CH:13][C:12]([C:15]([C:17]3[CH:22]=[CH:21][CH:20]=[CH:19][C:18]=3[CH3:23])=[O:16])=[C:11]([Cl:24])[CH:10]=2)=[C:4]([CH:3]=1)[CH2:25][O:26][CH2:27][CH2:28][N:30]1[C:35](=[O:36])[CH2:34][O:33][CH2:32][C:31]1=[O:37]. Procedure: To a solution of Compound 158 (47 mg, 0.1 mmol), morpholine-3,5-dione (16 mg, 0.14 mmol) and triphenylphosphine (37 mg, 0.14 mmol) in THF (5 ml) was added diethyl azodicarboxylate solution (40% in toluene, 0.1 ml, 0.23 mmol) at RT. The reaction solution was stirred at the same temperature for 18 h and concentrated in vacuo. The residue was purified by chromatography (petroleum ether/ethyl acetate 1:1) to furnish the title compound, which was impure. The product was further purified by preparativ... Starting materials: NC1=C(C=C(C(=O)O)C=C1C=NOC)Cl (4-amino-3-chloro-5-methoxyiminomethylbenzoic acid), C1(=CC=CC=C1)C (toluene), S(=O)(Cl)Cl (thionyl chloride). Run in CN(C=O)C (dimethylformamide). Run at temperature 70 celsius. Yields the product NC1=C(C=C(C(=O)Cl)C=C1C=NOC)Cl (4-amino-3-chloro-5-methoxyiminomethylbenzoyl chloride). As a reaction SMILES: [NH2:1][C:2]1[C:10]([CH:11]=[N:12][O:13][CH3:14])=[CH:9][C:5]([C:6](O)=[O:7])=[CH:4][C:3]=1[Cl:15].C1(C)C=CC=CC=1.S(Cl)([Cl:25])=O>CN(C)C=O>[NH2:1][C:2]1[C:10]([CH:11]=[N:12][O:13][CH3:14])=[CH:9][C:5]([C:6]([Cl:25])=[O:7])=[CH:4][C:3]=1[Cl:15]. Reported procedure: In a 5-liter three-necked round-bottomed flask was placed 180 g of the previously prepared 4-amino-3-chloro-5-methoxyiminomethylbenzoic acid, 2 l of toluene, 3 mL of dimethylformamide and 104 g (64 mL) of thionyl chloride. The resulting mixture was heated at 70° C. for 2 hours, filtered while hot and the solvent removed using a rotary evaporator yielding 178.1 g of the expected 4-amino-3-chloro-5-methoxyiminomethylbenzoyl chloride. The reactants are FC=1C=C(C=CC1)C#CC1=CC=C2C(N3C(=NC2=C1)CCC1(C3)OCCO1)=O (3′-((3-fluorophenyl)ethynyl)-6′,7′-dihydrospiro[[1,3]dioxolane-2,8′-pyrido[2,1-b]quinazolin]-11′(9′H)-one), Cl (HCl). Run in C1CCOC1 (THF). The product is FC=1C=C(C=CC1)C#CC1=CC=C2C(N3C(=NC2=C1)CCC(C3)=O)=O (3-((3-fluorophenyl)ethynyl)-6H-pyrido[2,1-b]quinazoline-8,11(7H,9H)-dione). As a reaction SMILES: [F:1][C:2]1[CH:3]=[C:4]([C:8]#[C:9][C:10]2[CH:19]=[C:18]3[C:13]([C:14](=[O:28])[N:15]4[CH2:23][C:22]5(OCC[O:24]5)[CH2:21][CH2:20][C:16]4=[N:17]3)=[CH:12][CH:11]=2)[CH:5]=[CH:6][CH:7]=1.Cl>C1COCC1>[F:1][C:2]1[CH:3]=[C:4]([C:8]#[C:9][C:10]2[CH:19]=[C:18]3[C:13]([C:14](=[O:28])[N:15]4[CH2:23][C:22](=[O:24])[CH2:21][CH2:20][C:16]4=[N:17]3)=[CH:12][CH:11]=2)[CH:5]=[CH:6][CH:7]=1. Procedure: A solution of 3′-((3-fluorophenyl)ethynyl)-6′,7′-dihydrospiro[[1,3]dioxolane-2,8′-pyrido[2,1-b]quinazolin]-11′(9′H)-one (0.5 g, 1.3 mmol) and 4N HCl (4 mL) in THF (20 mL) was heated at reflux for 4 h. After it was cooled to room temperature, the reaction mixture was quenched with Na2CO3 solution and extracted with ethyl acetate (3×50 mL). The combined organic layers were dried over Na2SO4. After filtration and concentration, the residue was purified by silica gel chromatography to give the desir... Reactants: CCOC(=O)C1C(=C=S)NCC1CCc1ccc(C(=O)OCC(C)C)cc1, O=C(O)C(F)(F)F. Yields the product CCOC(=O)C1C(=C=S)NCC1CCc1ccc(C(=O)O)cc1. RXN SMILES: [CH3:1][CH:2]([CH3:3])[CH2:27][O:4][C:5]([c:6]1[cH:7][cH:8][c:9]([CH2:12][CH2:13][CH:14]2[CH:15]([C:21](=[O:22])[O:23][CH2:24][CH3:25])[C:16](=[C:19]=[S:20])[NH:17][CH2:18]2)[cH:10][cH:11]1)=[O:26].[OH:28][C:29]([C:30]([F:31])([F:32])[F:33])=[O:34]>>[O:4]=[C:5]([c:6]1[cH:7][cH:8][c:9]([CH2:12][CH2:13][CH:14]2[CH:15]([C:21](=[O:22])[O:23][CH2:24][CH3:25])[C:16](=[C:19]=[S:20])[NH:17][CH2:18]2)[cH:10][cH:11]1)[OH:26]. Starting materials: BrC1=CC2=C(N=C(S2)N2CCNCC2)C=C1 (6-Bromo-2-(piperazin-1-yl)benzo[d]thiazole), ClC1=NC=C(C=N1)CCC (2-chloro-5-propylpyrimidine), BrC1=CC2=C(N=C(S2)OC2CCN(CC2)C2=NC=C(C=N2)CCC)C=C1 (6-Bromo-2-(1-(5-propylpyrimidin-2-yl)piperidin-4-yloxy)benzo[d]thiazole). The product is BrC1=CC2=C(N=C(S2)N2CCN(CC2)C2=NC=C(C=N2)CCC)C=C1 (6-Bromo-2-(4-(5-propylpyrimidin-2-yl)piperazin-1-yl)benzo[d]thiazole). RXN SMILES: [Br:1][C:2]1[CH:16]=[CH:15][C:5]2[N:6]=[C:7]([N:9]3[CH2:14][CH2:13][NH:12][CH2:11][CH2:10]3)[S:8][C:4]=2[CH:3]=1.Cl[C:18]1[N:23]=[CH:22][C:21]([CH2:24][CH2:25][CH3:26])=[CH:20][N:19]=1.BrC1C=CC2N=C(OC3CCN(C4N=CC(CCC)=CN=4)CC3)SC=2C=1>>[Br:1][C:2]1[CH:16]=[CH:15][C:5]2[N:6]=[C:7]([N:9]3[CH2:14][CH2:13][N:12]([C:18]4[N:23]=[CH:22][C:21]([CH2:24][CH2:25][CH3:26])=[CH:20][N:19]=4)[CH2:11][CH2:10]3)[S:8][C:4]=2[CH:3]=1. Procedure details: Compound 13C was prepared from Compound 13B and 2-chloro-5-propylpyrimidine in a similar manner to the procedure described for Compound 1C in Example 1. 1H NMR (500 MHz, chloroform-d) δ ppm 8.20 (2H, s), 7.73 (1H, dd, J=1.7, 0.6 Hz), 7.40-7.43 (2H, m), 3.96-4.00 (4H, m), 3.70-3.74 (4H, m), 2.44 (2H, t, J=7.4 Hz), 1.57-1.64 (2H, m), 0.95 (3H, t, J=7.3 Hz). LC/MS (m/z)=419 (M+H)+. Starting materials: O1CCOC12CC=C(CC2)C2=CNC1=CC=C(C=C21)C#N (3-(1,4-dioxa-spiro[4,5]dec-7-en-8-yl)-5-cyano-1H-indole), [H-].[Na+] (sodium hydride), CI (methyl iodide). Solvent: CN(C=O)C (N,N-dimethylformamide). Reaction conditions: time 30 minute. Product: O1CCOC12CC=C(CC2)C2=CN(C1=CC=C(C=C21)C#N)C (3-(1,4-Dioxa-spiro[4,5]dec-7-en-8-yl)-5-cyano-1-methyl-indole). Isolated yield 24.7%. RXN SMILES: [H-].[Na+].[O:3]1[C:7]2([CH2:12][CH2:11][C:10]([C:13]3[C:21]4[C:16](=[CH:17][CH:18]=[C:19]([C:22]#[N:23])[CH:20]=4)[NH:15][CH:14]=3)=[CH:9][CH2:8]2)[O:6][CH2:5][CH2:4]1.[CH3:24]I>CN(C)C=O>[O:6]1[C:7]2([CH2:12][CH2:11][C:10]([C:13]3[C:21]4[C:16](=[CH:17][CH:18]=[C:19]([C:22]#[N:23])[CH:20]=4)[N:15]([CH3:24])[CH:14]=3)=[CH:9][CH2:8]2)[O:3][CH2:4][CH2:5]1 |f:0.1|. Procedure: To a suspension of sodium hydride (60%, 1.74 g, 0.073 mol) in anhydrous N,N-dimethylformamide (100 ml) was added 3-(1,4-dioxa-spiro[4,5]dec-7-en-8-yl)-5-cyano-1H-indole (9.9 g, 0.035 mol) at room temperature. The mixture was stirred for 30 minutes at room temperature, then methyl iodide (9 ml, 0.14 mol) was added at room temperature. The reaction was allowed to stir for 1 hour, then quenched with water (50 ml). The mixture was extracted with methylene chloride (3×150 ml) and water (3×150 ml). Th... Starting materials: ClC=1N=CN(C1)C1=C(C=C(C=C1)NC=1N=C(C2=C(N1)C(CC2)C2=CC(=C(C(=C2)F)F)F)NC)OC (N2-(4-(4-chloro-1H-imidazol-1-yl)-3-methoxyphenyl)-N4-methyl-7-(3,4,5-trifluorophenyl)-6,7-dihydro-5H-cyclopenta[d]pyrimidine-2,4-diamine), 103B. Run in CO (methanol), C(=O)=O (CO2), CO (methanol). Product: ClC=1N=CN(C1)C1=C(C=C(C=C1)NC=1N=C(C2=C(N1)[C@H](CC2)C2=CC(=C(C(=C2)F)F)F)NC)OC ((R)—N2-(4-(4-chloro-1H-imidazol-1-yl)-3-methoxyphenyl)-N4-methyl-7-(3,4,5-trifluorophenyl)-6,7-dihydro-5H-cyclopenta[d]pyrimidine-2,4-diamine). Reaction SMILES: [Cl:1][C:2]1[N:3]=[CH:4][N:5]([C:7]2[CH:12]=[CH:11][C:10]([NH:13][C:14]3[N:15]=[C:16]([NH:32][CH3:33])[C:17]4[CH2:22][CH2:21][CH:20]([C:23]5[CH:28]=[C:27]([F:29])[C:26]([F:30])=[C:25]([F:31])[CH:24]=5)[C:18]=4[N:19]=3)=[CH:9][C:8]=2[O:34][CH3:35])[CH:6]=1>C(=O)=O.CO>[Cl:1][C:2]1[N:3]=[CH:4][N:5]([C:7]2[CH:12]=[CH:11][C:10]([NH:13][C:14]3[N:15]=[C:16]([NH:32][CH3:33])[C:17]4[CH2:22][CH2:21][C@H:20]([C:23]5[CH:28]=[C:27]([F:29])[C:26]([F:30])=[C:25]([F:31])[CH:24]=5)[C:18]=4[N:19]=3)=[CH:9][C:8]=2[O:34][CH3:35])[CH:6]=1. Procedure: A racemic mixture of N2-(4-(4-chloro-1H-imidazol-1-yl)-3-methoxyphenyl)-N4-methyl-7-(3,4,5-trifluorophenyl)-6,7-dihydro-5H-cyclopenta[d]pyrimidine-2,4-diamine (59.8 mg, 0.119 mmol from Example 103) was purified using chiral SFC to afford 19.5 mg of peak A (Example 103A) and 34.8 mg of peak B (Example 103B). SFC Method: Chiralpak OJ-H (4.6×250 mm, 5 μM), 20% methanol (0.1% diethylamine) in CO2, 35° C., flow rate 2.0 mL/min for 16 min, absorbance 268 nm, injection 5 μL of 2 mg/mL solution in metha... The reactants are CC(C)([O-])C.[K+] (potassium tert-butoxide), compound, ( II ), C(C)(C)(C)[Si](C#CCN1C(C(=CC2=C1N=C(N=C2)S(=O)(=O)C)C2=C(C=CC=C2Cl)Cl)=O)(C)C (8-[3-((tert-butyl)dimethylsilanyl)prop-2-ynyl]-6-(2,6-dichlorophenyl)-2-methylsulfonyl-8H-pyrido[2,3-d]pyrimidin-7-one), N=1SN=C2C1C=CC(=C2)N (2,1,3-benzothiadiazol-5-ylamine), compound, ( III ). The solvent is CS(=O)C (DMSO), O (water), C(C)(=O)OCC (ethyl acetate). Product: N=1SN=C2C1C=CC(=C2)NC=2N=CC1=C(N2)N(C(C(=C1)C1=C(C=CC=C1Cl)Cl)=O)CC#C (2-(2,1,3-benzothiadiazol-5-ylamino)-6-(2,6-dichlorophenyl)-8-prop-2-ynyl-8H-pyrido[2,3-d]pyrimidin-7-one). RXN SMILES: CC(C)([O-])C.[K+].C([Si](C)(C)[C:12]#[C:13][CH2:14][N:15]1[C:20]2[N:21]=[C:22](S(C)(=O)=O)[N:23]=[CH:24][C:19]=2[CH:18]=[C:17]([C:29]2[C:34]([Cl:35])=[CH:33][CH:32]=[CH:31][C:30]=2[Cl:36])[C:16]1=[O:37])(C)(C)C.[N:40]1[S:41][N:42]=[C:43]2[CH:48]=[C:47]([NH2:49])[CH:46]=[CH:45][C:44]=12>CS(C)=O.O.C(OCC)(=O)C>[N:40]1[S:41][N:42]=[C:43]2[CH:48]=[C:47]([NH:49][C:22]3[N:23]=[CH:24][C:19]4[CH:18]=[C:17]([C:29]5[C:34]([Cl:35])=[CH:33][CH:32]=[CH:31][C:30]=5[Cl:36])[C:16](=[O:37])[N:15]([CH2:14][C:13]#[CH:12])[C:20]=4[N:21]=3)[CH:46]=[CH:45][C:44]=12 |f:0.1|. Procedure details: 62 mg of potassium tert-butoxide are added in 3 installments, at ambient temperature under argon, to 180 mg of compound of formula (II), described below, 8-[3-((tert-butyl)dimethylsilanyl)prop-2-ynyl]-6-(2,6-dichlorophenyl)-2-methylsulfonyl-8H-pyrido[2,3-d]pyrimidin-7-one, and 81 mg of the compound of formula (III), 2,1,3-benzothiadiazol-5-ylamine, in solution in 5 ml of DMSO. After a contact time of 75 min, the reaction medium is diluted with a mixture of water and ethyl acetate. The aqueous ph...